This data is from the Open Reaction Database (ORD), a public repository of structured organic reaction records. The task is: describe an organic reaction: reactants, conditions, products, and yield The reactants are CCOC(=O)CP(=O)(OCC)OCC, CCCCCc1ccc(C=O)cc1, C1CCOC1, [H-], [Na+], O. Yields the product CCCCCc1ccc(C=CC(=O)OCC)cc1. Reaction SMILES: [CH2:14]([O:15][P:16]([O:17][CH2:18][CH3:19])(=[O:20])[CH2:22][C:23](=[O:24])[O:25][CH2:26][CH3:27])[CH3:21].[CH2:1]([CH2:2][CH2:3][CH2:4][CH3:5])[c:6]1[cH:7][cH:8][c:9]([CH:10]=[O:11])[cH:12][cH:13]1.[CH2:31]1[O:32][CH2:33][CH2:34][CH2:35]1.[H-:28].[Na+:29].[OH2:30]>>[CH2:1]([CH2:2][CH2:3][CH2:4][CH3:5])[c:6]1[cH:7][cH:8][c:9]([CH:10]=[CH:22][C:23](=[O:24])[O:25][CH2:26][CH3:27])[cH:12][cH:13]1. Reactants: O=C([O-])[O-], CC#N, ClI, CNC(=O)Cc1ccc(N)cc1, [Na+], [Na+]. Yields the product CNC(=O)Cc1ccc(N)c(I)c1. Reaction SMILES: [C:15](=[O:16])([O-:17])[O-:18].[CH3:21][C:22]#[N:23].[I:13][Cl:14].[NH2:1][c:2]1[cH:3][cH:4][c:5]([CH2:8][C:9](=[O:10])[NH:11][CH3:12])[cH:6][cH:7]1.[Na+:19].[Na+:20]>>[NH2:1][c:2]1[cH:3][cH:4][c:5]([CH2:8][C:9](=[O:10])[NH:11][CH3:12])[cH:6][c:7]1[I:13]. Starting materials: ClC=1N=C(C2=C(N1)N(C=C2I)S(=O)(=O)C2=CC=C(C)C=C2)Cl (2,4-dichloro-5-iodo-7-tosyl-7H-pyrrolo[2,3-d]pyrimidine), Cl.C(=O)(OC(C)(C)C)N1CCC(CC1)CN (1-N-BOC-4-aminomethyl piperidine hydrochloride), TEA, O (Water), CCOC(=O)C (EtOAc). Solvent: CC#N (CH3CN). Conditions: time 16 hour. Product: ClC=1N=C(C2=C(N1)N(C=C2I)S(=O)(=O)C2=CC=C(C)C=C2)NCC2CCN(CC2)C(=O)OC(C)(C)C (tert-butyl 4-((2-chloro-5-iodo-7-tosyl-7H-pyrrolo[2,3-d]pyrimidin-4-ylamino)methyl)piperidine-1-carboxylate). Isolated yield 100.0%. RXN SMILES: [Cl:1][C:2]1[N:3]=[C:4](Cl)[C:5]2[C:10]([I:11])=[CH:9][N:8]([S:12]([C:15]3[CH:21]=[CH:20][C:18]([CH3:19])=[CH:17][CH:16]=3)(=[O:14])=[O:13])[C:6]=2[N:7]=1.Cl.[C:24]([N:31]1[CH2:36][CH2:35][CH:34]([CH2:37][NH2:38])[CH2:33][CH2:32]1)([O:26][C:27]([CH3:30])([CH3:29])[CH3:28])=[O:25].O.CCOC(C)=O>CC#N>[Cl:1][C:2]1[N:3]=[C:4]([NH:38][CH2:37][CH:34]2[CH2:35][CH2:36][N:31]([C:24]([O:26][C:27]([CH3:30])([CH3:29])[CH3:28])=[O:25])[CH2:32][CH2:33]2)[C:5]2[C:10]([I:11])=[CH:9][N:8]([S:12]([C:15]3[CH:21]=[CH:20][C:18]([CH3:19])=[CH:17][CH:16]=3)(=[O:14])=[O:13])[C:6]=2[N:7]=1 |f:1.2|. Reported procedure: A mixture of 2,4-dichloro-5-iodo-7-tosyl-7H-pyrrolo[2,3-d]pyrimidine (244 mg, 0.520 mmol), 1-N-BOC-4-aminomethyl piperidine hydrochloride (130 mg, 0.520 mmol) and TEA (0.200 mL, 1.44 mmol) in CH3CN (6 mL) was stirred at room temperature for 16 h. Water and EtOAc were added. The organic phase was separated, washed with 1N HCl, then with 5% NaHCO3, dried over Na2SO4, concentrated in vacuo to give tert-butyl 4-((2-chloro-5-iodo-7-tosyl-7H-pyrrolo[2,3-d]pyrimidin-4-ylamino)methyl)piperidine-1-carbox...